From a dataset of the Open Reaction Database (ORD), a public repository of structured organic reaction records. describe an organic reaction: reactants, conditions, products, and yield The reactants are C(C)C=1NC(=C(C1CCC)C)C(=O)OCC (2-Ethyl-3-n-propyl-4-methyl-5-carbethoxy-pyrrole), C=O (paraformaldehyde). The product is C(C)C=1NC(=C(C1CCC)C)C (2-ethyl-3-n-propyl-4,5-dimethylpyrrole). RXN SMILES: [CH2:1]([C:3]1[NH:4][C:5]([C:12](OCC)=O)=[C:6]([CH3:11])[C:7]=1[CH2:8][CH2:9][CH3:10])[CH3:2].C=O>>[CH2:1]([C:3]1[NH:4][C:5]([CH3:12])=[C:6]([CH3:11])[C:7]=1[CH2:8][CH2:9][CH3:10])[CH3:2]. Reported procedure: 2-Ethyl-3-n-propyl-4-methyl-5-carbethoxy-pyrrole was reductively alkylated with paraformaldehyde to yield 2-ethyl-3-n-propyl-4,5-dimethylpyrrole. ##STR95## Starting materials: ClCCl, O=C(O)C(F)(F)F, CC1(C)CC(=O)C(=C(O)CCCCC(=O)OC(C)(C)C)C(=O)C1. As a reaction SMILES: [Cl:24][CH2:25][Cl:26].[F:27][C:28]([F:29])([F:30])[C:31]([OH:32])=[O:33].[OH:1][C:2]([CH2:3][CH2:4][CH2:5][CH2:6][C:7](=[O:8])[O:9][C:10]([CH3:11])([CH3:12])[CH3:13])=[C:14]1[C:15](=[O:23])[CH2:16][C:17]([CH3:21])([CH3:22])[CH2:18][C:19]1=[O:20]>>[OH:1][C:2]([CH2:3][CH2:4][CH2:5][CH2:6][C:7](=[O:8])[OH:9])=[C:14]1[C:15](=[O:23])[CH2:16][C:17]([CH3:21])([CH3:22])[CH2:18][C:19]1=[O:20]. Yields the product CC1(C)CC(=O)C(=C(O)CCCCC(=O)O)C(=O)C1. Reactants: Cl.C(C)OC(=O)[C@]1([C@@H]2C[C@H]([C@]([C@H]12)(C(=O)O)N)OCC1=CC(=C(C=C1)Cl)Cl)F ((1R,2R,3R,5R,6R)-2-amino-3-(3,4-dichlorobenzyloxy)-6-fluorobicyclo[3.1.0]hexane-2,6-dicarboxylic acid 6-ethyl ester hydrochloride), C1C(C)O1 (propyleneoxide). The solvent is C(C)O (ethanol). Reaction conditions: time 2.5 hour. Yields the product C(C)OC(=O)[C@]1([C@@H]2C[C@H]([C@]([C@H]12)(C(=O)O)N)OCC1=CC(=C(C=C1)Cl)Cl)F ((1R,2R,3R,5R,6R)-2-amino-3-(3,4-dichlorobenzyloxy)-6-fluorobicyclo[3.1.0]hexane-2,6-dicarboxylic acid 6-ethyl ester). The yield is 62660.8%. Reaction SMILES: Cl.[CH2:2]([O:4][C:5]([C@:7]1([F:27])[C@@H:12]2[C@H:8]1[CH2:9][C@@H:10]([O:17][CH2:18][C:19]1[CH:24]=[CH:23][C:22]([Cl:25])=[C:21]([Cl:26])[CH:20]=1)[C@@:11]2([NH2:16])[C:13]([OH:15])=[O:14])=[O:6])[CH3:3].C1OC1C>C(O)C>[CH2:2]([O:4][C:5]([C@:7]1([F:27])[C@@H:12]2[C@H:8]1[CH2:9][C@@H:10]([O:17][CH2:18][C:19]1[CH:24]=[CH:23][C:22]([Cl:25])=[C:21]([Cl:26])[CH:20]=1)[C@@:11]2([NH2:16])[C:13]([OH:15])=[O:14])=[O:6])[CH3:3] |f:0.1|. Procedure details: 400 mg of (1R,2R,3R,5R,6R)-2-amino-3-(3,4-dichlorobenzyloxy)-6-fluorobicyclo[3.1.0]hexane-2,6-dicarboxylic acid 6-ethyl ester hydrochloride was added to a mixture of 5 mL of ethanol and 5 mL of propyleneoxide, and the mixture was heated to redux for 2.5 hours. After standing to cool, the precipitated solids were filtered, and the solids were washed with diethyl ether and then recrystallized from water: ethanol, thereby yielding 230 g of (1R,2R,3R,5R,6R)-2-amino-3-(3,4-dichlorobenzyloxy)-6-fluoro... The reactants are CO, NC1CC1, CSC(=N)NN1CCc2cc(Cl)ccc21, Cl. Yields the product N=C(NC1CC1)NN1CCc2cc(Cl)ccc21. As a reaction SMILES: [CH3:21][OH:22].[CH:17]1([NH2:20])[CH2:18][CH2:19]1.[Cl:2][c:3]1[cH:4][c:5]2[c:9]([cH:10][cH:11]1)[N:8]([NH:12][C:13]([S:14][CH3:15])=[NH:16])[CH2:7][CH2:6]2.[ClH:1]>>[Cl:2][c:3]1[cH:4][c:5]2[c:9]([cH:10][cH:11]1)[N:8]([NH:12][C:13](=[NH:16])[NH:20][CH:17]1[CH2:18][CH2:19]1)[CH2:7][CH2:6]2. The reactants are COC(=O)C(N)Cc1ccc(NC(=O)c2c(Cl)cccc2Cl)cc1, O=C(O)c1ccc(O)cc1Cl. Product: COC(=O)C(Cc1ccc(NC(=O)c2c(Cl)cccc2Cl)cc1)NC(=O)c1ccc(O)cc1Cl. RXN SMILES: [CH3:1][O:2][C:3]([CH:4]([NH2:5])[CH2:6][c:7]1[cH:8][cH:9][c:10]([NH:13][C:14](=[O:15])[c:16]2[c:17]([Cl:23])[cH:18][cH:19][cH:20][c:21]2[Cl:22])[cH:11][cH:12]1)=[O:24].[Cl:25][c:26]1[c:27]([C:28](=[O:29])[OH:30])[cH:31][cH:32][c:33]([OH:35])[cH:34]1>>[CH3:1][O:2][C:3]([CH:4]([NH:5][C:28]([c:27]1[c:26]([Cl:25])[cH:34][c:33]([OH:35])[cH:32][cH:31]1)=[O:29])[CH2:6][c:7]1[cH:8][cH:9][c:10]([NH:13][C:14](=[O:15])[c:16]2[c:17]([Cl:23])[cH:18][cH:19][cH:20][c:21]2[Cl:22])[cH:11][cH:12]1)=[O:24]. Reactants: C(CC1=CC=CC=C1)Cl (phenethyl chloride), C(O)NC(C=C)=O (N-methylolacrylamide), CS(=O)(=O)O (methanesulfonic acid), ice. Reaction conditions: temperature 15 celsius. Product: 84, C(C=C)(=O)NCC1=CC=C(CCCl)C=C1 (p-acrylamidomethylphenethyl chloride). The yield is 75.0%. RXN SMILES: [CH2:1]([Cl:9])[CH2:2][C:3]1[CH:8]=[CH:7][CH:6]=[CH:5][CH:4]=1.[CH2:10]([NH:12][C:13](=[O:16])[CH:14]=[CH2:15])O.CS(O)(=O)=O>>[C:13]([NH:12][CH2:10][C:6]1[CH:7]=[CH:8][C:3]([CH2:2][CH2:1][Cl:9])=[CH:4][CH:5]=1)(=[O:16])[CH:14]=[CH2:15]. Reported procedure: 70 parts (0.5 mole) of phenethyl chloride and 51.5 parts (0.51 mole) of N-methylolacrylamide are stirred, in succession, into 300 parts by volume of methanesulfonic acid which has been cooled to 15° C. Stirring is continued for 6 hours at from 15° to 20° C., and hydrolysis is effected by adding 1,500 parts of crushed ice. After the ice has thawed, the product is filtered off and dried in the air to give 84 parts (yield: 75%) of crude p-acrylamidomethylphenethyl chloride, which is recrystallized ...